From a dataset of the Open Reaction Database (ORD), a public repository of structured organic reaction records. describe an organic reaction: reactants, conditions, products, and yield Reactants: C([O-])([O-])=O.[K+].[K+] (potassium carbonate), C(C)B(CC)CC (triethylborane), BrC=1C(=C2C(=NC1)N(C=C2)S(=O)(=O)C2=CC=C(C=C2)C)I (5-Bromo-4-iodo-1-[(4-methylphenyl)sulfonyl]-1H-pyrrolo[2,3-b]pyridine). Run in CN(C=O)C (N,N-dimethylformamide). Run at temperature 80 celsius, time 24 hour. Product: BrC=1C(=C2C(=NC1)N(C=C2)S(=O)(=O)C2=CC=C(C=C2)C)CC (5-Bromo-4-ethyl-1-[(4-methylphenyl)sulfonyl]-1H-pyrrolo[2,3-b]pyridine). Reaction SMILES: C(=O)([O-])[O-].[K+].[K+].C(B([CH2:12][CH3:13])CC)C.[Br:14][C:15]1[C:16](I)=[C:17]2[CH:23]=[CH:22][N:21]([S:24]([C:27]3[CH:32]=[CH:31][C:30]([CH3:33])=[CH:29][CH:28]=3)(=[O:26])=[O:25])[C:18]2=[N:19][CH:20]=1>CN(C)C=O>[Br:14][C:15]1[C:16]([CH2:12][CH3:13])=[C:17]2[CH:23]=[CH:22][N:21]([S:24]([C:27]3[CH:32]=[CH:31][C:30]([CH3:33])=[CH:29][CH:28]=3)(=[O:25])=[O:26])[C:18]2=[N:19][CH:20]=1 |f:0.1.2|. Procedure: A [1,1′-bis(diphenylphosphino)ferrocene]palladium(II) chloride-dichloromethane complex (26 mg), potassium carbonate (130 mg) and triethylborane (1 M solution in hexane) (0.75 ml) were added to a solution of the compound obtained in Step 1 of Example 122 (300 mg) in N,N-dimethylformamide (12 ml). The mixture was stirred under nitrogen atmosphere at 80° C. for 24 hours. The reaction solution was cooled to room temperature and then separated by adding ethyl acetate and distilled water. The resultin... The reactants are C(C)(C)(C)OC(=O)N1[C@@H](CCC1)COC1=CC=C(C(=O)OCC)C=C1 (ethyl (S)-4-(1-tert-butoxycarbonyl-2-pyrrolidinyl)methoxybenzoate), [OH-].[Na+] (NaOH). The solvent is CO (MeOH). Reaction conditions: time 15 hour. Product: C(C)(C)(C)OC(=O)N1[C@@H](CCC1)COC1=CC=C(C(=O)O)C=C1 ((S)-4-(1-tert-butoxycarbonyl-2-pyrrolidinyl)methoxybenzoic acid). The yield is 95.0%. As a reaction SMILES: [C:1]([O:5][C:6]([N:8]1[CH2:12][CH2:11][CH2:10][C@H:9]1[CH2:13][O:14][C:15]1[CH:25]=[CH:24][C:18]([C:19]([O:21]CC)=[O:20])=[CH:17][CH:16]=1)=[O:7])([CH3:4])([CH3:3])[CH3:2].[OH-].[Na+]>CO>[C:1]([O:5][C:6]([N:8]1[CH2:12][CH2:11][CH2:10][C@H:9]1[CH2:13][O:14][C:15]1[CH:16]=[CH:17][C:18]([C:19]([OH:21])=[O:20])=[CH:24][CH:25]=1)=[O:7])([CH3:4])([CH3:2])[CH3:3] |f:1.2|. Reported procedure: To the above ethyl (S)-4-(1-tert-butoxycarbonyl-2-pyrrolidinyl)methoxybenzoate was added MeOH (100 mL) and 1 N NaOH (50 mL). The mixture was stirred for 15 hr at room temp. After removal of MeOH under a reduced pressure, water (50 mL) was added to the residual solution. The aqueous solution was washed with Et2O (×2) and then acidified by the addition of 1 N HCl. The mixture was extracted with EtOAc, washed with water, brine, dried over MgSO4 and evaporated in vacuo to afford 4.26 g (95%) (S)-4-(... The reactants are NCCN1CCCC1 (1-(2-Aminoethyl)pyrrolidine), ClCCN(C1=CC2=C(OC3=C(S(C2)(=O)=O)C=C(C=C3C)C(=O)O)C(=C1)Cl)CCCl (2-[Bis-(2-chloroethyl)amino]-4-chloro-6-methyl-10,10-dioxo-10,11-dihydro-5-oxa-10lambda*6*-thia-dibenzo[a,d]-cycloheptene-8-carboxylic acid), CO (methanol). Run at temperature 70 celsius. Yields the product COC(=O)C=1C=C(C2=C(S(CC3=C(O2)C(=CC(=C3)N3CCN(CC3)CCN3CCCC3)Cl)(=O)=O)C1)C (4-Chloro-6-methyl-10,10-dioxo-2-[4-(2-pyrrolidin-1-yl-ethyl)-piperazin-1-yl]-10,11-dihydro-5-oxa-10lambda*6*-thia-dibenzo[a,d]cycloheptene-8-carboxylic acid methyl ester). As a reaction SMILES: [NH2:1][CH2:2][CH2:3][N:4]1[CH2:8][CH2:7][CH2:6][CH2:5]1.Cl[CH2:10][CH2:11][N:12]([CH2:35][CH2:36]Cl)[C:13]1[CH:33]=[C:32]([Cl:34])[C:16]2[O:17][C:18]3[C:27]([CH3:28])=[CH:26][C:25]([C:29]([OH:31])=[O:30])=[CH:24][C:19]=3[S:20](=[O:23])(=[O:22])[CH2:21][C:15]=2[CH:14]=1.[CH3:38]O>>[CH3:38][O:31][C:29]([C:25]1[CH:26]=[C:27]([CH3:28])[C:18]2[O:17][C:16]3[C:32]([Cl:34])=[CH:33][C:13]([N:12]4[CH2:11][CH2:10][N:1]([CH2:2][CH2:3][N:4]5[CH2:8][CH2:7][CH2:6][CH2:5]5)[CH2:36][CH2:35]4)=[CH:14][C:15]=3[CH2:21][S:20](=[O:23])(=[O:22])[C:19]=2[CH:24]=1)=[O:30]. Reported procedure: 1-(2-Aminoethyl)pyrrolidine (1.60 mL, 12.6 mmol) was added to a solution of Example 102j (0.75 g, 1.50 mmol) in methanol (5 mL), in an atmosphere of nitrogen and sealed in a pressure reactor vessel at 110° C. for 5 h. The reaction mixture was brought to room temperature, concentrated, treated with methanolic HCl solution, and refluxed at 70° C. for 2 h. The reaction mixture was concentrated, treated with aqueous sodium bicarbonate solution to neutral pH and extracted with n-butanol. The organic ...